Dataset: the Open Reaction Database (ORD), a public repository of structured organic reaction records. Task: describe an organic reaction: reactants, conditions, products, and yield Reactants: CC(C)(C)OC(=O)Nc1nc2cc(OS(=O)(=O)c3ccc(F)cc3)ccc2[nH]1, CN(C)C=O, COc1ccc(CBr)cc1Cl, [H-], [Na+], O. Product: COc1ccc(CN(C(=O)OC(C)(C)C)c2nc3ccc(OS(=O)(=O)c4ccc(F)cc4)cc3[nH]2)cc1Cl. RXN SMILES: [C:1]([CH3:2])([CH3:3])([CH3:4])[O:5][C:6](=[O:7])[NH:8][c:9]1[n:10][c:11]2[c:12]([nH:13]1)[cH:14][cH:15][c:16]([O:18][S:19](=[O:20])(=[O:21])[c:22]1[cH:23][cH:24][c:25]([F:28])[cH:26][cH:27]1)[cH:17]2.[CH3:43][N:44]([CH3:45])[CH:46]=[O:47].[Cl:31][c:32]1[cH:33][c:34]([CH2:35][Br:36])[cH:37][cH:38][c:39]1[O:40][CH3:41].[H-:29].[Na+:30].[OH2:42]>>[C:1]([CH3:2])([CH3:3])([CH3:4])[O:5][C:6](=[O:7])[N:8]([c:9]1[nH:10][c:11]2[c:12]([n:13]1)[cH:14][cH:15][c:16]([O:18][S:19](=[O:20])(=[O:21])[c:22]1[cH:23][cH:24][c:25]([F:28])[cH:26][cH:27]1)[cH:17]2)[CH2:35][c:34]1[cH:33][c:32]([Cl:31])[c:39]([O:40][CH3:41])[cH:38][cH:37]1.